Task: describe an organic reaction: reactants, conditions, products, and yield. Dataset: the Open Reaction Database (ORD), a public repository of structured organic reaction records The reactants are ClC=1C=C2C(=NC=NC2=CC1C(=O)N1CCCC1)NC(CCC(=O)O)C1=NC2=C(N1C(=O)OC(C)(C)C)C=CC(=C2)Cl (6-chloro-4-[1-(1-tert.-butyloxycarbonyl-5-chloro-1H-benzimidazol-2-yl)-3-hydroxycarbonyl-propyl-amino]-7-(pyrrolidin-1-yl-carbonyl)-quinazoline), CNCC(=O)N (methylamino-acetic acid amide), CN(C)C(=[N+](C)C)ON1C2=C(C=CC=C2)N=N1.[B-](F)(F)(F)F (TBTU), FC(C(=O)O)(F)F (trifluoroacetic acid). The solvent is C(C)#N.O1CCCC1 (acetonitrile tetrahydrofuran). The product is ClC=1C=C2C(=NC=NC2=CC1C(=O)N1CCCC1)NC(CCC(=O)N(C)CC(=O)N)C1=NC2=C(N1)C=CC(=C2)Cl (6-chloro-4-[1-(5-chloro-1H-benzimidazol-2-yl)-3-(N-aminocarbonylmethyl-N-methyl-amino-carbonyl)-propyl-amino]-7-(pyrrolidin-1-yl-carbonyl)-quinazoline). Reaction SMILES: [Cl:1][C:2]1[CH:3]=[C:4]2[C:9](=[CH:10][C:11]=1[C:12]([N:14]1[CH2:18][CH2:17][CH2:16][CH2:15]1)=[O:13])[N:8]=[CH:7][N:6]=[C:5]2[NH:19][CH:20]([C:26]1[N:30](C(OC(C)(C)C)=O)[C:29]2[CH:38]=[CH:39][C:40]([Cl:42])=[CH:41][C:28]=2[N:27]=1)[CH2:21][CH2:22][C:23]([OH:25])=O.[CH3:43][NH:44][CH2:45][C:46]([NH2:48])=[O:47].CN(C(ON1N=NC2C=CC=CC1=2)=[N+](C)C)C.[B-](F)(F)(F)F.FC(F)(F)C(O)=O>C(#N)C.O1CCCC1>[Cl:1][C:2]1[CH:3]=[C:4]2[C:9](=[CH:10][C:11]=1[C:12]([N:14]1[CH2:18][CH2:17][CH2:16][CH2:15]1)=[O:13])[N:8]=[CH:7][N:6]=[C:5]2[NH:19][CH:20]([C:26]1[NH:30][C:29]2[CH:38]=[CH:39][C:40]([Cl:42])=[CH:41][C:28]=2[N:27]=1)[CH2:21][CH2:22][C:23]([N:44]([CH2:45][C:46]([NH2:48])=[O:47])[CH3:43])=[O:25] |f:2.3,5.6|. Procedure: Prepared analogously to Example 61 from 6-chloro-4-[1-(1-tert.-butyloxycarbonyl-5-chloro-1H-benzimidazol-2-yl)-3-hydroxycarbonyl-propyl-amino]-7-(pyrrolidin-1-yl-carbonyl)-quinazoline and methylamino-acetic acid amide with TBTU in acetonitrile/tetrahydrofuran and subsequent reaction with trifluoroacetic acid. As a reaction SMILES: [Cl:1][c:2]1[c:3](-[c:9]2[cH:10][c:11]([S:29][CH2:30][CH2:31][CH3:32])[c:12]3[c:13]([cH:14]2)[CH:15]2[CH2:16][N:17]([C:22]([O:23][C:24]([CH3:25])([CH3:26])[CH3:27])=[O:28])[CH2:18][CH2:19][CH:20]2[O:21]3)[cH:4][cH:5][c:6]([Cl:8])[cH:7]1.[Cl:33][CH2:34][Cl:35]>>[Cl:1][c:2]1[c:3](-[c:9]2[cH:10][c:11]([S:29][CH2:30][CH2:31][CH3:32])[c:12]3[c:13]([cH:14]2)[CH:15]2[CH2:16][NH:17][CH2:18][CH2:19][CH:20]2[O:21]3)[cH:4][cH:5][c:6]([Cl:8])[cH:7]1. Yields the product CCCSc1cc(-c2ccc(Cl)cc2Cl)cc2c1OC1CCNCC21. Reactants: CCCSc1cc(-c2ccc(Cl)cc2Cl)cc2c1OC1CCN(C(=O)OC(C)(C)C)CC21, ClCCl. Reactants: O=C([O-])[O-], N#Cc1cc(Cl)cc(Oc2c(Cl)ccc3[nH]nnc23)c1, ClCc1nnc(-c2ccccc2)o1, [Cs+], [Cs+], CN(C)C=O. Product: N#Cc1cc(Cl)cc(Oc2c(Cl)ccc3nn(Cc4nnc(-c5ccccc5)o4)nc23)c1. Reaction SMILES: [C:21](=[O:22])([O-:23])[O-:24].[Cl:1][c:2]1[cH:3][c:4]([C:5]#[N:6])[cH:7][c:8]([O:10][c:11]2[c:12]([Cl:20])[cH:13][cH:14][c:15]3[nH:16][n:17][n:18][c:19]23)[cH:9]1.[Cl:27][CH2:28][c:29]1[o:30][c:31](-[c:34]2[cH:35][cH:36][cH:37][cH:38][cH:39]2)[n:32][n:33]1.[Cs+:25].[Cs+:26].[O:40]=[CH:41][N:42]([CH3:43])[CH3:44]>>[Cl:1][c:2]1[cH:3][c:4]([C:5]#[N:6])[cH:7][c:8]([O:10][c:11]2[c:12]([Cl:20])[cH:13][cH:14][c:15]3[n:16][n:17]([CH2:28][c:29]4[o:30][c:31](-[c:34]5[cH:35][cH:36][cH:37][cH:38][cH:39]5)[n:32][n:33]4)[n:18][c:19]23)[cH:9]1.